From a dataset of the Open Reaction Database (ORD), a public repository of structured organic reaction records. describe an organic reaction: reactants, conditions, products, and yield Starting materials: N1C=CC2=CC(=CC=C12)C(=O)OC (methyl indole-5-carboxylate), [O-]S(=O)(=O)C(F)(F)F.F[N+]1=C(C=C(C=C1C)C)C (N-fluoro-2,4,6-trimethylpyridinium triflate). Run in CO (MeOH). Yields the product FC1=CNC2=CC(=CC=C12)C(=O)OC (Methyl 3-fluoro-1H-indole-6-carboxylate). RXN SMILES: N1[C:9]2[C:4](=[CH:5][C:6]([C:10]([O:12][CH3:13])=[O:11])=[CH:7][CH:8]=2)C=C1.[O-]S([C:18]([F:21])(F)F)(=O)=O.F[N+:23]1C(C)=CC(C)=C[C:24]=1C>CO>[F:21][C:18]1[C:9]2[C:4](=[CH:5][C:6]([C:10]([O:12][CH3:13])=[O:11])=[CH:7][CH:8]=2)[NH:23][CH:24]=1 |f:1.2|. Procedure: A solution of methyl 1H-indole-6-carboxylate 19a (2.0 g, 11.4 mmol) and N-fluoro-2,4,6-trimethylpyridinium triflate (4.3 g, 14.8 mmol) in MeOH (100 mL) was heated at reflux for 18 h. The reaction mixture was concentrated and purified by flash column chromatography (silica gel, 15-20% EtOAc/hexanes) to give compound 21a as an off-white solid. Starting materials: C(C(=O)O)(=O)O.C(C(=O)O)(=O)O.CN1C(=NN=C1NCCCOC1=CC(=CC=C1)CN1CCCCC1)CC#N (4-methyl-5-[[3-[3-(1-piperidinylmethyl)phenoxy]propyl]amino]-4H-1,2,4-triazole-3-acetonitrile dioxalate), [OH-].[Na+] (sodium hydroxide). The solvent is Cl (hydrochloric acid). Yields the product CN1C(=NN=C1NCCCOC1=CC(=CC=C1)CN1CCCCC1)CC(=O)N (4-Methyl-5-[[3-[3-(1-piperidinylmethyl)phenoxy]propyl]amino]-4H-1,2,4-triazole-3-acetamide). Isolated yield 28.4%. RXN SMILES: C(O)(=O)C(O)=[O:3].C(O)(=O)C(O)=O.[CH3:13][N:14]1[C:18]([NH:19][CH2:20][CH2:21][CH2:22][O:23][C:24]2[CH:29]=[CH:28][CH:27]=[C:26]([CH2:30][N:31]3[CH2:36][CH2:35][CH2:34][CH2:33][CH2:32]3)[CH:25]=2)=[N:17][N:16]=[C:15]1[CH2:37][C:38]#[N:39].[OH-].[Na+]>Cl>[CH3:13][N:14]1[C:18]([NH:19][CH2:20][CH2:21][CH2:22][O:23][C:24]2[CH:29]=[CH:28][CH:27]=[C:26]([CH2:30][N:31]3[CH2:32][CH2:33][CH2:34][CH2:35][CH2:36]3)[CH:25]=2)=[N:17][N:16]=[C:15]1[CH2:37][C:38]([NH2:39])=[O:3] |f:0.1.2,3.4|. Reported procedure: A solution of 4-methyl-5-[[3-[3-(1-piperidinylmethyl)phenoxy]propyl]amino]-4H-1,2,4-triazole-3-acetonitrile dioxalate (0.05 g) in 35% hydrochloric acid (1 ml) was heated at 40° C. for 3 h. The mixture was basified with sodium hydroxide and extracted with chloroform. Evaporation of the organic solution gave the title compound (0.01 g) as a white powder. Starting materials: ClC1=NC=C(C(=O)OC)C=C1OC1OCCCC1 (methyl 6-chloro-5-((tetrahydro-2H-pyran-2-yl)oxy)nicotinate), FC1=C(C=C(C=C1)OC)B(O)O (2-fluoro-5-methoxyphenylboronic acid), C1(CCCCC1)P(C1=C(C=CC=C1)C1=C(C=CC=C1OC)OC)C1CCCCC1 (2-dicyclohexylphosphino-2′,6′-dimethoxybiphenyl), C([O-])([O-])=O.[Na+].[Na+] (sodium carbonate). The reagents and catalysts are C=1C=CC(=CC1)/C=C/C(=O)/C=C/C2=CC=CC=C2.C=1C=CC(=CC1)/C=C/C(=O)/C=C/C2=CC=CC=C2.C=1C=CC(=CC1)/C=C/C(=O)/C=C/C2=CC=CC=C2.[Pd].[Pd] (tris(dibenzylideneacetone)dipalladium(0)). Run in O (water), C1(=CC=CC=C1)C (toluene). Conditions: temperature 100 celsius, time 20 hour. The product is FC1=C(C=C(C=C1)OC)C1=NC=C(C(=O)OC)C=C1OC1OCCCC1 (methyl 6-(2-fluoro-5-methoxyphenyl)-5-((tetrahydro-2H-pyran-2-yl)oxy)nicotinate). The yield is 64.2%. As a reaction SMILES: Cl[C:2]1[C:11]([O:12][CH:13]2[CH2:18][CH2:17][CH2:16][CH2:15][O:14]2)=[CH:10][C:5]([C:6]([O:8][CH3:9])=[O:7])=[CH:4][N:3]=1.[F:19][C:20]1[CH:25]=[CH:24][C:23]([O:26][CH3:27])=[CH:22][C:21]=1B(O)O.C1(P(C2CCCCC2)C2C=CC=CC=2C2C(OC)=CC=CC=2OC)CCCCC1.C(=O)([O-])[O-].[Na+].[Na+]>C1(C)C=CC=CC=1.C1C=CC(/C=C/C(/C=C/C2C=CC=CC=2)=O)=CC=1.C1C=CC(/C=C/C(/C=C/C2C=CC=CC=2)=O)=CC=1.C1C=CC(/C=C/C(/C=C/C2C=CC=CC=2)=O)=CC=1.[Pd].[Pd].O>[F:19][C:20]1[CH:25]=[CH:24][C:23]([O:26][CH3:27])=[CH:22][C:21]=1[C:2]1[C:11]([O:12][CH:13]2[CH2:18][CH2:17][CH2:16][CH2:15][O:14]2)=[CH:10][C:5]([C:6]([O:8][CH3:9])=[O:7])=[CH:4][N:3]=1 |f:3.4.5,7.8.9.10.11|. Procedure details: Under a nitrogen atmosphere, to a solution of methyl 6-chloro-5-((tetrahydro-2H-pyran-2-yl)oxy)nicotinate (546 mg) in toluene (6.7 mL) were added 2-fluoro-5-methoxyphenylboronic acid (512 mg), 2-dicyclohexylphosphino-2′,6′-dimethoxybiphenyl (132 mg), tris(dibenzylideneacetone)dipalladium(0) (74 mg) and 2.0 M aqueous sodium carbonate (3.0 mL) solution, and the mixture was stirred at 100° C. for 20 hr. The reaction mixture was poured into water, and the mixture was extracted with ethyl acetate. Th... Reactants: Cc1ccccc1, CCOC(C)=O, O=C1c2ccccc2C(=O)N1CCc1ccc(CCO)cc1, BrP(Br)Br. Product: O=C1c2ccccc2C(=O)N1CCc1ccc(CCBr)cc1. As a reaction SMILES: [CH3:27][c:28]1[cH:29][cH:30][cH:31][cH:32][cH:33]1.[CH3:34][CH2:35][O:36][C:37](=[O:38])[CH3:39].[OH:1][CH2:2][CH2:3][c:4]1[cH:5][cH:6][c:7]([CH2:10][CH2:11][N:12]2[C:13](=[O:22])[c:14]3[cH:15][cH:16][cH:17][cH:18][c:19]3[C:20]2=[O:21])[cH:8][cH:9]1.[P:23]([Br:24])([Br:25])[Br:26]>>[CH2:2]([CH2:3][c:4]1[cH:5][cH:6][c:7]([CH2:10][CH2:11][N:12]2[C:13](=[O:22])[c:14]3[cH:15][cH:16][cH:17][cH:18][c:19]3[C:20]2=[O:21])[cH:8][cH:9]1)[Br:24]. The reactants are COC(=O)c1ccc(-n2cnc(-c3c(-c4ccccc4)noc3C(F)(F)F)c2)cc1, C[Al](C)C, NCC1CC1, C1COCCO1, O. The product is O=C(NCC1CC1)c1ccc(-n2cnc(-c3c(-c4ccccc4)noc3C(F)(F)F)c2)cc1. Reaction SMILES: [CH3:10][O:11][C:12]([c:13]1[cH:14][cH:15][c:16](-[n:19]2[cH:20][n:21][c:22](-[c:24]3[c:25](-[c:33]4[cH:34][cH:35][cH:36][cH:37][cH:38]4)[n:26][o:27][c:28]3[C:29]([F:30])([F:31])[F:32])[cH:23]2)[cH:17][cH:18]1)=[O:39].[CH3:1][Al:2]([CH3:3])[CH3:4].[CH:5]1([CH2:8][NH2:9])[CH2:6][CH2:7]1.[O:41]1[CH2:42][CH2:43][O:44][CH2:45][CH2:46]1.[OH2:40]>>[CH:5]1([CH2:8][NH:9][C:12](=[O:11])[c:13]2[cH:14][cH:15][c:16](-[n:19]3[cH:20][n:21][c:22](-[c:24]4[c:25](-[c:33]5[cH:34][cH:35][cH:36][cH:37][cH:38]5)[n:26][o:27][c:28]4[C:29]([F:30])([F:31])[F:32])[cH:23]3)[cH:17][cH:18]2)[CH2:6][CH2:7]1.